Dataset: the Open Reaction Database (ORD), a public repository of structured organic reaction records. Task: describe an organic reaction: reactants, conditions, products, and yield The reactants are [BH4-], CO, Cl[Ce](Cl)Cl, Cl, [Na+], CC1=C(c2ccc(C(=O)N3Cc4cccn4Cc4ccccc43)c(Cl)c2)CCCC1=O. The product is CC1=C(c2ccc(C(=O)N3Cc4cccn4Cc4ccccc43)c(Cl)c2)CCCC1O. RXN SMILES: [BH4-:36].[CH3:39][OH:40].[Cl:32][Ce:33]([Cl:34])[Cl:35].[ClH:38].[Na+:37].[cH:1]1[cH:2][cH:3][n:4]2[c:5]1[CH2:6][N:7]([C:15](=[O:16])[c:17]1[c:18]([Cl:31])[cH:19][c:20]([C:23]3=[C:24]([CH3:30])[C:25](=[O:29])[CH2:26][CH2:27][CH2:28]3)[cH:21][cH:22]1)[c:8]1[c:9]([cH:11][cH:12][cH:13][cH:14]1)[CH2:10]2>>[cH:1]1[cH:2][cH:3][n:4]2[c:5]1[CH2:6][N:7]([C:15](=[O:16])[c:17]1[c:18]([Cl:31])[cH:19][c:20]([C:23]3=[C:24]([CH3:30])[CH:25]([OH:29])[CH2:26][CH2:27][CH2:28]3)[cH:21][cH:22]1)[c:8]1[c:9]([cH:11][cH:12][cH:13][cH:14]1)[CH2:10]2. The reactants are [BH4-], CCO, CCOC(C)=O, Cl, [Na+], O=Cc1ccc(OCCCS(=O)(=O)c2ccccc2)cc1. Product: O=S(=O)(CCCOc1ccc(CO)cc1)c1ccccc1. As a reaction SMILES: [BH4-:22].[CH3:24][CH2:25][OH:26].[CH3:27][CH2:28][O:29][C:30](=[O:31])[CH3:32].[ClH:33].[Na+:23].[c:1]1([S:7](=[O:8])(=[O:9])[CH2:10][CH2:11][CH2:12][O:13][c:14]2[cH:15][cH:16][c:17]([CH:18]=[O:19])[cH:20][cH:21]2)[cH:2][cH:3][cH:4][cH:5][cH:6]1>>[c:1]1([S:7](=[O:8])(=[O:9])[CH2:10][CH2:11][CH2:12][O:13][c:14]2[cH:15][cH:16][c:17]([CH2:18][OH:19])[cH:20][cH:21]2)[cH:2][cH:3][cH:4][cH:5][cH:6]1.